describe an organic reaction: reactants, conditions, products, and yield From a dataset of the Open Reaction Database (ORD), a public repository of structured organic reaction records. RXN SMILES: [CH3:41][N:42]([CH3:43])[CH:44]=[O:45].[Cl:1][CH2:2][CH2:3][c:4]1[cH:5][cH:6][c:7]([O:10][CH3:11])[cH:8][cH:9]1.[NH:12]1[CH2:13][CH2:14][CH:15]([NH:18][c:19]2[n:20]([CH2:28][c:29]3[n:30][cH:31][cH:32][cH:33][cH:34]3)[c:21]3[n:22][cH:23][n:24][cH:25][c:26]3[n:27]2)[CH2:16][CH2:17]1.[Na+:35].[Na+:36].[O-:37][C:38](=[O:39])[O-:40].[OH2:46]>>[CH2:2]([CH2:3][c:4]1[cH:5][cH:6][c:7]([O:10][CH3:11])[cH:8][cH:9]1)[N:12]1[CH2:13][CH2:14][CH:15]([NH:18][c:19]2[n:20]([CH2:28][c:29]3[n:30][cH:31][cH:32][cH:33][cH:34]3)[c:21]3[n:22][cH:23][n:24][cH:25][c:26]3[n:27]2)[CH2:16][CH2:17]1. The reactants are CN(C)C=O, COc1ccc(CCCl)cc1, c1ccc(Cn2c(NC3CCNCC3)nc3cncnc32)nc1, [Na+], [Na+], O=C([O-])[O-], O. The product is COc1ccc(CCN2CCC(Nc3nc4cncnc4n3Cc3ccccn3)CC2)cc1. Starting materials: ClC=1C=C(C=C(C1)F)C1=CC(=NN1C1=CC=NC=C1)C(=O)O (5-(3-Chloro-5-fluorophenyl)-1-(pyridin-4-yl)-1H-pyrazole-3-carboxylic acid), ClC=1C=C(C=C(C1)F)C1=CC(=NN1C1=NC=CC=C1)C(=O)N1CNC(C1)=O (1-{[5-(3-Chloro-5-fluorophenyl)-1-(pyridin-2-yl)-1H-pyrazol-3-yl]carbonyl}imidazolidin-4-one), Cl.N1C(NC=C1)=O (4-imidazolinone-hydrochloride). Product: ClC=1C=C(C=C(C1)F)C1=CC(=NN1C1=CC=NC=C1)C(=O)N1CNC(C1)=O (1-{[5-(3-Chloro-5-fluorophenyl)-1-(pyridin-4-yl)-1H-pyrazol-3-yl]carbonyl}imidazolidin-4-one). RXN SMILES: [Cl:1][C:2]1[CH:3]=[C:4]([C:9]2[N:13]([C:14]3[CH:19]=[CH:18][N:17]=[CH:16][CH:15]=3)[N:12]=[C:11]([C:20]([OH:22])=O)[CH:10]=2)[CH:5]=[C:6]([F:8])[CH:7]=1.ClC1C=C(C2N(C3C=CC=CN=3)N=C(C([N:44]3[CH2:48][C:47](=[O:49])[NH:46][CH2:45]3)=O)C=2)C=C(F)C=1.Cl.N1C=CNC1=O>>[Cl:1][C:2]1[CH:3]=[C:4]([C:9]2[N:13]([C:14]3[CH:19]=[CH:18][N:17]=[CH:16][CH:15]=3)[N:12]=[C:11]([C:20]([N:44]3[CH2:48][C:47](=[O:49])[NH:46][CH2:45]3)=[O:22])[CH:10]=2)[CH:5]=[C:6]([F:8])[CH:7]=1 |f:2.3|. Reported procedure: 9 mg (0.03 mmol) of the compound of Example 27A is reacted analogously to the synthesis of the compound of Example 1 with 4 mg (0.03 mmol) of 4-imidazolinone-hydrochloride. 4 mg (35% of theory) of the title compound is obtained. Reactants: COc1ccc(C2Sc3ccccc3N(CCN(C)C)C(=O)C2OC(C)=O)cc1, COc1ccc(CCI)cc1OC, CCOC(C)=O, I. Yields the product COc1ccc(C2Sc3ccccc3N(CC[N+](C)(C)CCc3ccc(OC)c(OC)c3)C(=O)C2OC(C)=O)cc1, [I-]. RXN SMILES: [CH3:14][O:15][c:16]1[cH:17][cH:18][c:19]([CH:22]2[S:23][c:24]3[cH:25][cH:26][cH:27][cH:28][c:29]3[N:30]([CH2:31][CH2:32][N:33]([CH3:34])[CH3:35])[C:36](=[O:37])[CH:38]2[O:39][C:40]([CH3:41])=[O:42])[cH:20][cH:21]1.[CH3:1][O:2][c:3]1[cH:4][c:5]([CH2:6][CH2:7][I:8])[cH:9][cH:10][c:11]1[O:12][CH3:13].[CH3:44][CH2:45][O:46][C:47](=[O:48])[CH3:49].[IH:43]>>[CH3:1][O:2][c:3]1[cH:4][c:5]([CH2:6][CH2:7][N+:33]([CH2:32][CH2:31][N:30]2[c:29]3[c:24]([cH:25][cH:26][cH:27][cH:28]3)[S:23][CH:22]([c:19]3[cH:18][cH:17][c:16]([O:15][CH3:14])[cH:21][cH:20]3)[CH:38]([O:39][C:40]([CH3:41])=[O:42])[C:36]2=[O:37])([CH3:34])[CH3:35])[cH:9][cH:10][c:11]1[O:12][CH3:13].[I-:8]. Reaction SMILES: [NH2:1][C:2]([CH3:20])([CH3:19])[CH2:3][C:4]([NH:6][C@@H:7]1[CH2:13][CH2:12][C:11]2[CH:14]=[CH:15][CH:16]=[CH:17][C:10]=2[NH:9][C:8]1=[O:18])=[O:5].FC(F)(F)C([O-])=O.[CH2:28]([O:35][C@H:36]([CH3:39])[CH2:37]O)[C:29]1[CH:34]=[CH:33][CH:32]=[CH:31][CH:30]=1.C(OC(=O)[C@@H](C)O)C>>[CH2:28]([O:35][C@H:36]([CH3:39])[CH2:37][NH:1][C:2]([CH3:20])([CH3:19])[CH2:3][C:4]([NH:6][C@@H:7]1[CH2:13][CH2:12][C:11]2[CH:14]=[CH:15][CH:16]=[CH:17][C:10]=2[NH:9][C:8]1=[O:18])=[O:5])[C:29]1[CH:34]=[CH:33][CH:32]=[CH:31][CH:30]=1. The reactants are NC(CC(=O)N[C@H]1C(NC2=C(CC1)C=CC=C2)=O)(C)C (3-amino-3-methyl-N-[2,3,4,5-tetrahydro-2-oxo-1H-1-benzazepin-3(R)-yl]-butanamide), FC(C(=O)[O-])(F)F (trifluoroacetate), C(C1=CC=CC=C1)O[C@@H](CO)C ((R)-2-benzyloxypropanol), C(C)OC([C@H](O)C)=O (ethyl-D-lactate), C25H33N3O3. Procedure: Prepared from 3-amino-3-methyl-N-[2,3,4,5-tetrahydro-2-oxo-1H-1-benzazepin-3(R)-yl]-butanamide, trifluoroacetate (Example 107, Step C) and (R)-2-benzyloxypropanol (prepared from ethyl-D-lactate according to the procedure of Hanessian and Kloss, Tetrahedron Lett. 1985, 26, 1261-1264.) by the procedure described in Example 86, Step A. 1H NMR (200 MHz,CD3OD): 1.31 (d,6 Hz,3H), 1.4 (s,3H), 1.43 (s,3H), 2.17 (m,1H), 2.30 (m,1H), 2.6-3.1 (m,5H), 3.22 (dd;3,12 Hz;1H), 3.86 (m,1H), 4.48 (dd;7,12 Hz;1H),... Product: C(C1=CC=CC=C1)O[C@@H](CNC(CC(=O)N[C@H]1C(NC2=C(CC1)C=CC=C2)=O)(C)C)C (3-[2(R)-Benzyloxypropyl]amino-3-methyl-N-[2,3,4,5-tetrahydro-2-oxo-1H-1-benzazepin-3(R)-yl]-butanamide). Reactants: O=[N+]([O-])c1cc[nH]n1, CC(C)OC(=O)N=NC(=O)OC(C)C, C1CCOC1, O=C1c2ccccc2C(=O)N1CC#CCO, c1ccc(P(c2ccccc2)c2ccccc2)cc1. Yields the product O=C1c2ccccc2C(=O)N1CC#CCn1ccc([N+](=O)[O-])n1. As a reaction SMILES: [N+:17](=[O:18])([O-:19])[c:20]1[n:21][nH:22][cH:23][cH:24]1.[O:44]=[C:45]([O:46][CH:47]([CH3:48])[CH3:49])[N:50]=[N:51][C:52]([O:53][CH:54]([CH3:55])[CH3:56])=[O:57].[O:58]1[CH2:59][CH2:60][CH2:61][CH2:62]1.[OH:1][CH2:2][C:3]#[C:4][CH2:5][N:6]1[C:7](=[O:16])[c:8]2[cH:9][cH:10][cH:11][cH:12][c:13]2[C:14]1=[O:15].[c:25]1([P:26]([c:27]2[cH:28][cH:29][cH:30][cH:31][cH:32]2)[c:33]2[cH:34][cH:35][cH:36][cH:37][cH:38]2)[cH:39][cH:40][cH:41][cH:42][cH:43]1>>[CH2:2]([C:3]#[C:4][CH2:5][N:6]1[C:7](=[O:16])[c:8]2[cH:9][cH:10][cH:11][cH:12][c:13]2[C:14]1=[O:15])[n:22]1[n:21][c:20]([N+:17](=[O:18])[O-:19])[cH:24][cH:23]1. The reactants are CC1=CC=C(S1)C(=O)O (5-methylthiophene-2-carboxylic acid), N,N'-carbonyldiimidazole, NC1=NC2=NC(=CC=C2C=C1)Cl (2-amino-7-chloro-1,8-naphthyridine). Solvent: C(C)#N (acetonitrile). Run at temperature 4 celsius. Product: ClC1=CC=C2C=CC(=NC2=N1)NC(=O)C=1SC(=CC1)C (N-(7-Chloro-1,8-naphthyridin-2-yl)-5-methylthiophene-2-carboxamide). The yield is 37.8%. Reaction SMILES: [CH3:1][C:2]1[S:6][C:5]([C:7]([OH:9])=O)=[CH:4][CH:3]=1.[NH2:10][C:11]1[CH:20]=[CH:19][C:18]2[C:13](=[N:14][C:15]([Cl:21])=[CH:16][CH:17]=2)[N:12]=1>C(#N)C>[Cl:21][C:15]1[N:14]=[C:13]2[C:18]([CH:19]=[CH:20][C:11]([NH:10][C:7]([C:5]3[S:6][C:2]([CH3:1])=[CH:3][CH:4]=3)=[O:9])=[N:12]2)=[CH:17][CH:16]=1. Procedure: The procedure is identical to that described in Example 1, but starting with 5-methylthiophene-2-carboxylic acid (4.1 g), N,N'-carbonyldiimidazole (5.6 g) and 2-amino-7-chloro-1,8-naphthyridine (4.85 g). The product produced (3.8 g; m.p. 220° C.) is dissolved in boiling acetonitrile (150 cc). After 4 hours' cooling at 4° C., the crystallised solid is separated by filtration, washed with acetonitrile (2×10 cc) and dried at 40° C. under reduced pressure (0.066 kPa). N-(7-Chloro-1,8-naphthyridin-2-...